This data is from the Open Reaction Database (ORD), a public repository of structured organic reaction records. The task is: describe an organic reaction: reactants, conditions, products, and yield Reactants: FC=1C=C(CN2C(=NC=C2C(=O)O)S)C=C(C1)F (1-(3,5-difluorobenzyl)-2-mercaptoimidazole-5-carboxylic acid), CI (methyl iodide), C[O-].[Na+] (sodium methoxide). Run in CO (methanol). Yields the product FC=1C=C(CN2C(=NC=C2C(=O)O)SC)C=C(C1)F (1-(3,5-difluorobenzyl)-2-methylmercaptoimidazole-5-carboxylic acid). RXN SMILES: [F:1][C:2]1[CH:3]=[C:4]([CH:15]=[C:16]([F:18])[CH:17]=1)[CH2:5][N:6]1[C:10]([C:11]([OH:13])=[O:12])=[CH:9][N:8]=[C:7]1[SH:14].[CH3:19]I.C[O-].[Na+]>CO>[F:1][C:2]1[CH:3]=[C:4]([CH:15]=[C:16]([F:18])[CH:17]=1)[CH2:5][N:6]1[C:10]([C:11]([OH:13])=[O:12])=[CH:9][N:8]=[C:7]1[S:14][CH3:19] |f:2.3|. Reported procedure: Reaction of 1-(3,5-difluorobenzyl)-2-mercaptoimidazole-5-carboxylic acid prepared as in Example 1 with methyl iodide and sodium methoxide in methanol by standard techniques yields 1-(3,5-difluorobenzyl)-2-methylmercaptoimidazole-5-carboxylic acid.